Dataset: the Open Reaction Database (ORD), a public repository of structured organic reaction records. Task: describe an organic reaction: reactants, conditions, products, and yield The reactants are CC(C)(C)Nc1c(F)c(F)nc(F)c1F, CN1CCCC1=O, ClC(Cl)Cl, NCc1ccccc1. Yields the product CC(C)(C)Nc1c(F)c(F)nc(NCc2ccccc2)c1F. RXN SMILES: [C:8]([CH3:9])([CH3:10])([CH3:11])[NH:12][c:13]1[c:14]([F:22])[c:15]([F:21])[n:16][c:17]([F:20])[c:18]1[F:19].[CH3:1][N:2]1[CH2:3][CH2:4][CH2:5][C:6]1=[O:7].[CH:31]([Cl:32])([Cl:33])[Cl:34].[NH2:23][CH2:24][c:25]1[cH:26][cH:27][cH:28][cH:29][cH:30]1>>[C:8]([CH3:9])([CH3:10])([CH3:11])[NH:12][c:13]1[c:14]([F:22])[c:15]([NH:23][CH2:24][c:25]2[cH:26][cH:27][cH:28][cH:29][cH:30]2)[n:16][c:17]([F:20])[c:18]1[F:19]. Starting materials: S(O)(O)(=O)=O (sulphuric acid), C(C)(=O)OC=1C=C2C(C(C(C2=CC1)=O)C(=O)OCC)O (5-acetoxy-2-carbethoxy-3-hydroxy-1-indanone). Solvent: O (water). Product: OC=1C=C2C(CC(C2=CC1)=O)=O (5-hydroxyindan-1,3-dione). Reaction SMILES: S(=O)(=O)(O)O.C([O:9][C:10]1[CH:11]=[C:12]2[C:16](=[CH:17][CH:18]=1)[C:15](=[O:19])[CH:14](C(OCC)=O)[CH:13]2[OH:25])(=O)C>O>[OH:9][C:10]1[CH:11]=[C:12]2[C:16](=[CH:17][CH:18]=1)[C:15](=[O:19])[CH2:14][C:13]2=[O:25]. Procedure details: 4 ml of 10N sulphuric acid were added to a suspension of 0.01 mol of 5-acetoxy-2-carbethoxy-3-hydroxy-1-indanone in 80 ml water. The reaction mixture was refluxed for 15 minutes. The insoluble substance was filtered when hot and the yellow precipitate formed after cooling was dried on suction pump, washed in ice water and dried.